The task is: describe an organic reaction: reactants, conditions, products, and yield. This data is from the Open Reaction Database (ORD), a public repository of structured organic reaction records. Starting materials: C1(=CC=C(C=C1)S(=O)(=O)OCCCCCCO[C@@H]1CC2=CC[C@H]3[C@@H]4CC[C@H]([C@@H](CCCC(C)C)C)[C@]4(CC[C@@H]3[C@]2(CC1)C)C)C (cholest-5-en-3β-yl 6-(p-toluenesulfonyloxy)hexyl ether), [I-].[Na+] (sodium iodide). The solvent is CC(=O)C (acetone). Conditions: time 2 day. Product: ICCCCCCO[C@@H]1CC2=CC[C@H]3[C@@H]4CC[C@H]([C@@H](CCCC(C)C)C)[C@]4(CC[C@@H]3[C@]2(CC1)C)C (Cholest-5-en-3β-yl 6-iodohexyl ether). As a reaction SMILES: C1(C)C=CC(S(O[CH2:11][CH2:12][CH2:13][CH2:14][CH2:15][CH2:16][O:17][C@H:18]2[CH2:42][CH2:41][C@@:40]3([CH3:43])[C:20](=[CH:21][CH2:22][C@@H:23]4[C@@H:39]3[CH2:38][CH2:37][C@@:36]3([CH3:44])[C@H:24]4[CH2:25][CH2:26][C@@H:27]3[C@H:28]([CH3:35])[CH2:29][CH2:30][CH2:31][CH:32]([CH3:34])[CH3:33])[CH2:19]2)(=O)=O)=CC=1.[I-:46].[Na+]>CC(C)=O>[I:46][CH2:11][CH2:12][CH2:13][CH2:14][CH2:15][CH2:16][O:17][C@H:18]1[CH2:42][CH2:41][C@@:40]2([CH3:43])[C:20](=[CH:21][CH2:22][C@@H:23]3[C@@H:39]2[CH2:38][CH2:37][C@@:36]2([CH3:44])[C@H:24]3[CH2:25][CH2:26][C@@H:27]2[C@H:28]([CH3:35])[CH2:29][CH2:30][CH2:31][CH:32]([CH3:34])[CH3:33])[CH2:19]1 |f:1.2|. Reported procedure: A solution of cholest-5-en-3β-yl 6-(p-toluenesulfonyloxy)hexyl ether (33 g, 51 mmol) and sodium iodide (16 g, 0.106 mol) in acetone (250 ml) was refluxed for 4 hours. The solvent was removed under reduced pressure, filtered, and the collected salts washed well with ether. The filtrate was evaporated and residual yellow oil boiled in hexanes (400 ml). The solution was decanted, concentrated to 200 ml, and stored in the refrigerator for two days. The product was filtered and the mother liquors con... Reported procedure: To a solution of 3.000 g (11.0 mmol) 1-chloro-2-(tetramethylcyclopentadienyl)-1,1,2,2-tetramethyl-disilane in 50 mL ether was added 2.422 g (33.1 mmol) tert-butylamine. Precipitate formed rapidly. The slurry was stirred for several days at room temperature, then was gently heated to drive the reaction to completion. The solvent was removed, the residue was extracted with pentane, the amine hydrochloride was filtered and the pentane was removed under reduced pressure to give the product as a yell... Reaction SMILES: Cl[Si:2]([CH3:16])([CH3:15])[Si:3]([CH:6]1[C:10]([CH3:11])=[C:9]([CH3:12])[C:8]([CH3:13])=[C:7]1[CH3:14])([CH3:5])[CH3:4].[C:17]([NH2:21])([CH3:20])([CH3:19])[CH3:18]>CCOCC>[C:17]([NH:21][Si:2]([CH3:16])([CH3:15])[Si:3]([CH:6]1[C:10]([CH3:11])=[C:9]([CH3:12])[C:8]([CH3:13])=[C:7]1[CH3:14])([CH3:5])[CH3:4])([CH3:20])([CH3:19])[CH3:18]. The reactants are Cl[Si]([Si](C)(C)C1C(=C(C(=C1C)C)C)C)(C)C (1-chloro-2-(tetramethylcyclopentadienyl)-1,1,2,2-tetramethyl-disilane), C(C)(C)(C)N (tert-butylamine). Product: C(C)(C)(C)N[Si]([Si](C)(C)C1C(=C(C(=C1C)C)C)C)(C)C (1-(Tert-butylamino)-2-(tetramethylcyclopentadienyl)-1,1,2,2-tetramethyldisilane). The solvent is CCOCC (ether). Reactants: OCC1=CC=C(C(=O)OC)C=C1 (methyl 4-(hydroxymethyl)benzoate), O.NN (hydrazine hydrate). Solvent: C(C)O (ethanol). Yields the product OCC1=CC=C(C(=O)NN)C=C1 (4-(hydroxymethyl)benzohydrazide), solid. Isolated yield 93.0%. As a reaction SMILES: [OH:1][CH2:2][C:3]1[CH:12]=[CH:11][C:6]([C:7](OC)=[O:8])=[CH:5][CH:4]=1.O.[NH2:14][NH2:15]>C(O)C>[OH:1][CH2:2][C:3]1[CH:12]=[CH:11][C:6]([C:7]([NH:14][NH2:15])=[O:8])=[CH:5][CH:4]=1 |f:1.2|. Procedure details: A solution of methyl 4-(hydroxymethyl)benzoate (6.6 g, 40 mmol) and hydrazine hydrate (6 mL) in ethanol (30 mL) was stirred at reflux for 20 hours. The reaction mixture was concentrated to half volume through atmospheric pressure distillation. The solid was collected by filtration and washed with cold ethanol (2×10 mL). The filtrate was further concentrated and a second crop was similarly obtained and combined. The 4-(hydroxymethyl)benzohydrazide was obtained as a white solid (6.1 g, 93%). 400 M... Reactants: ClC(C(=NO)Cl)=NO (Dichloroglyoxime), C(CN)N (ethylene diamine). The solvent is CO (methanol), CO (methanol). Run at temperature 5 celsius. Yields the product N(O)=C1NCCNC1=NO (2,3-dioximinopiperazine). RXN SMILES: Cl[C:2](=[N:7][OH:8])[C:3](Cl)=[N:4][OH:5].[CH2:9]([NH2:12])[CH2:10][NH2:11]>CO>[N:4](=[C:3]1[C:2](=[N:7][OH:8])[NH:12][CH2:9][CH2:10][NH:11]1)[OH:5]. Procedure details: Dichloroglyoxime (15.7 g, 0.10 mole) and methanol (400 ml) were placed in a one-liter, round-bottom flask. This solution was cooled to 5° C. by means of a salt-ice bath. While the solution was vigorously stirred, a solution of 12.0 g (0.20 mole) of ethylene diamine in 30 ml of methanol was added in one portion. The mixture was stirred for 10 minutes; then the solvent was removed at reduced pressure. The remaining solid was slurried with 20 ml of water and the crude 2,3-dioximinopiperazine was co... The reactants are OCC1=CC=C(C=C1)O (4-(Hydroxymethyl)phenol), CN1CCNCC1 (N-methylpiperazine), C(\C=C\C1=CC=CC=C1)=O (trans-Cinnamaldehyde). Run in C1(=CC=CC=C1)C (toluene). Reaction conditions: time 20 hour. Product: product, OC1OC2=CC=C(C=C2C(C1)C1=CC=CC=C1)CO ((2-hydroxy-4-phenyl-3,4-dihydro-2H-chromen-6-yl)methanol). Isolated yield 53.4%. RXN SMILES: [OH:1][CH2:2][C:3]1[CH:8]=[CH:7][C:6]([OH:9])=[CH:5][CH:4]=1.CN1CCNCC1.[CH:17](=[O:26])/[CH:18]=[CH:19]/[C:20]1[CH:25]=[CH:24][CH:23]=[CH:22][CH:21]=1>C1(C)C=CC=CC=1>[OH:26][CH:17]1[CH2:18][CH:19]([C:20]2[CH:25]=[CH:24][CH:23]=[CH:22][CH:21]=2)[C:7]2[C:6](=[CH:5][CH:4]=[C:3]([CH2:2][OH:1])[CH:8]=2)[O:9]1. Procedure: 4-(Hydroxymethyl)phenol (2.515 kg, 20.26 mol, 1 eq) was stirred with N-methylpiperazine (5.06 kg, 50.52 mol, 2.5 eq) in toluene (17.74 kg, 20.5 L, 8.15 mL/g) and then heated to reflux. trans-Cinnamaldehyde (3.35 kg, 25.35 mol, 1.25 eq) was then added over 2 hours maintaining the reaction mixture at reflux. The transfer line was washed with toluene (0.9 Kg, 0.35 ml/g). Once the addition was complete the reaction mixture continued to be heated at reflux for 19 h. Then some toluene was distilled of... Reactants: CCOC(=O)C(Cc1ccc(OCOC)cc1)C(=O)OCC, [H-], [Na+], BrCCOc1ccccc1. Yields the product CCOC(=O)C(CCOc1ccccc1)(Cc1ccc(OCOC)cc1)C(=O)OCC. Reaction SMILES: [CH3:1][O:2][CH2:3][O:4][c:5]1[cH:6][cH:7][c:8]([CH2:9][CH:10]([C:11](=[O:12])[O:13][CH2:14][CH3:15])[C:16](=[O:17])[O:18][CH2:19][CH3:20])[cH:21][cH:22]1.[H-:23].[Na+:24].[O:25]([c:26]1[cH:27][cH:28][cH:29][cH:30][cH:31]1)[CH2:32][CH2:33][Br:34]>>[CH3:1][O:2][CH2:3][O:4][c:5]1[cH:6][cH:7][c:8]([CH2:9][C:10]([C:11](=[O:12])[O:13][CH2:14][CH3:15])([C:16](=[O:17])[O:18][CH2:19][CH3:20])[CH2:33][CH2:32][O:25][c:26]2[cH:27][cH:28][cH:29][cH:30][cH:31]2)[cH:21][cH:22]1. Solvent: C1(=CC=CC=C1)C (toluene), C1(=CC=CC=C1)C (toluene). RXN SMILES: [Cl:1][C:2]1[CH:20]=[C:19]([C:21]([F:24])([F:23])[F:22])[CH:18]=[CH:17][C:3]=1[O:4][C:5]1[CH:6]=[CH:7][C:8]([N+:14]([O-:16])=[O:15])=[C:9]([CH:13]=1)[C:10]([OH:12])=O.[C:25]1([CH3:37])[CH:30]=[CH:29][C:28]([S:31]([N:34]=C=O)(=[O:33])=[O:32])=[CH:27][CH:26]=1>C1(C)C=CC=CC=1>[Cl:1][C:2]1[CH:20]=[C:19]([C:21]([F:23])([F:22])[F:24])[CH:18]=[CH:17][C:3]=1[O:4][C:5]1[CH:6]=[CH:7][C:8]([N+:14]([O-:16])=[O:15])=[C:9]([CH:13]=1)[C:10]([NH:34][S:31]([C:28]1[CH:29]=[CH:30][C:25]([CH3:37])=[CH:26][CH:27]=1)(=[O:32])=[O:33])=[O:12]. Procedure: A catalyst amount (ca. 10 gm) of N,N-dimethylaminopyridine (available from the Aldrich Chemical Co. Ltd.) was added to a stirred mixture of 5-(2-chloro-4-trifluoromethylphenoxy)-2-nitrobenzoic acid (260 gm, 0.72 moles) in 350 ml toluene under nitrogen. A solution of para-toluenesulfonylisocyanate (available from the Aldrich Chemical Co., Ltd., 180 gm, 0.94 moles) in toluene (150 ml) was then added dropwise to the above solution with stirring. After the addition was complete the mixture was broug... The reactants are N,N-dimethylaminopyridine, ClC1=C(OC=2C=CC(=C(C(=O)O)C2)[N+](=O)[O-])C=CC(=C1)C(F)(F)F (5-(2-chloro-4-trifluoromethylphenoxy)-2-nitrobenzoic acid), C1(=CC=C(C=C1)S(=O)(=O)N=C=O)C (para-toluenesulfonylisocyanate). Product: ClC1=C(OC=2C=CC(=C(C(=O)NS(=O)(=O)C3=CC=C(C=C3)C)C2)[N+](=O)[O-])C=CC(=C1)C(F)(F)F (5-(2-chloro-4-trifluoromethylphenoxy)-2-nitro-N-para-toluenesulfonylbenzamide). Starting materials: FC=1C=NC=CC1C=1OC2=C(N1)C=C(C=C2)C(F)(F)F (2-(3-fluoropyridin-4-yl)-5-(trifluoromethyl)benzoxazole), N1N=CN=C1 (1H-1,2,4-triazole), C([O-])([O-])=O.[K+].[K+] (potassium carbonate), CN(C)C=O (DMF). The solvent is O (Water). Run at temperature 50 celsius. Product: N1(N=CN=C1)C=1C=NC=CC1C=1OC2=C(N1)C=C(C=C2)C(F)(F)F (2-[3-(1,2,4-triazole-1-yl)pyridin-4-yl]-5-(trifluoromethyl)benzoxazole). The yield is 79.1%. Reaction SMILES: F[C:2]1[CH:3]=[N:4][CH:5]=[CH:6][C:7]=1[C:8]1[O:9][C:10]2[CH:16]=[CH:15][C:14]([C:17]([F:20])([F:19])[F:18])=[CH:13][C:11]=2[N:12]=1.[NH:21]1[CH:25]=[N:24][CH:23]=[N:22]1.C(=O)([O-])[O-].[K+].[K+].CN(C=O)C>O>[N:21]1([C:2]2[CH:3]=[N:4][CH:5]=[CH:6][C:7]=2[C:8]2[O:9][C:10]3[CH:16]=[CH:15][C:14]([C:17]([F:20])([F:19])[F:18])=[CH:13][C:11]=3[N:12]=2)[CH:25]=[N:24][CH:23]=[N:22]1 |f:2.3.4|. Reported procedure: A mixture of 0.28 g of 2-(3-fluoropyridin-4-yl)-5-(trifluoromethyl)benzoxazole, 0.10 g of 1H-1,2,4-triazole, 0.55 g of potassium carbonate and 2 ml of DMF was stirred while heating at 50° C. for 1.5 hours. Then, the reaction mixture was cooled to room temperature. Water was added to the reaction mixture, followed by extraction with ethyl acetate twice. The combined organic layers were washed with a saturated sodium chloride solution, dried over anhydrous magnesium sulfate, and then concentrated ...